Dataset: the Open Reaction Database (ORD), a public repository of structured organic reaction records. Task: describe an organic reaction: reactants, conditions, products, and yield The reactants are C(#N)C1=C(C=C(C=C1)/C=C/C(=O)OCC)F (trans-Ethyl 3-(4-Cyano-3-fluorophenyl)-2-propenoate). Reagents/catalysts: [Pd] (palladium on carbon). The solvent is CO (methanol). Reaction conditions: time 2 hour. Product: C(#N)C1=C(C=C(C=C1)CCC(=O)OCC)F (Ethyl 3-(4-Cyano-3-fluorophenyl)propanoate). Reaction SMILES: [C:1]([C:3]1[CH:8]=[CH:7][C:6](/[CH:9]=[CH:10]/[C:11]([O:13][CH2:14][CH3:15])=[O:12])=[CH:5][C:4]=1[F:16])#[N:2]>CO.[Pd]>[C:1]([C:3]1[CH:8]=[CH:7][C:6]([CH2:9][CH2:10][C:11]([O:13][CH2:14][CH3:15])=[O:12])=[CH:5][C:4]=1[F:16])#[N:2]. Procedure: To a solution of the product from Step B (1.3 g, 5.9 mmol) in 30 mL of methanol was added 10% palladium on carbon (130 mg). The solution was stirred at room temperature under an atmosphere of hydrogen for 2 hours, then purged with argon. The mixture was filtered through celite, the filter pad was washed with methanol, and the filtrate was concentrated in vacuo. The crude product was purified on a C18 preparative HPLC column to give the titled product after conversion to the free base. Starting materials: ClCc1ccccc1Cl, ClCCl, Nc1ncccc1O, [Na+], [OH-], O. As a reaction SMILES: [Cl:1][c:2]1[c:3]([CH2:4][Cl:5])[cH:6][cH:7][cH:8][cH:9]1.[Cl:21][CH2:22][Cl:23].[NH2:10][c:11]1[n:12][cH:13][cH:14][cH:15][c:16]1[OH:17].[Na+:20].[OH-:19].[OH2:18]>>[Cl:1][c:2]1[c:3]([CH2:4][O:17][c:16]2[c:11]([NH2:10])[n:12][cH:13][cH:14][cH:15]2)[cH:6][cH:7][cH:8][cH:9]1. Yields the product Nc1ncccc1OCc1ccccc1Cl.